Dataset: the Open Reaction Database (ORD), a public repository of structured organic reaction records. Task: describe an organic reaction: reactants, conditions, products, and yield Reactants: COC(=N)N[N+](=O)[O-], Cl, NCc1cnc(Cl)s1, O. Yields the product COC(=N[N+](=O)[O-])NCc1cnc(Cl)s1. As a reaction SMILES: [CH3:1][O:2][C:3]([NH:4][N+:5](=[O:6])[O-:7])=[NH:8].[ClH:9].[NH2:10][CH2:11][c:12]1[cH:13][n:14][c:15]([Cl:17])[s:16]1.[OH2:18]>>[CH3:1][O:2][C:3](=[N:4][N+:5](=[O:6])[O-:7])[NH:8][CH2:11][c:12]1[cH:13][n:14][c:15]([Cl:17])[s:16]1. Reactants: BrC=1C=NC(=C(C(=O)OC)C1)F (methyl 5-bromo-2-fluoronicotinate), [OH-].[Na+] (NaOH), Cl (HCl). Solvent: C1CCOC1 (THF). Conditions: time 2 hour. The product is BrC=1C=NC(=C(C(=O)O)C1)F (5-Bromo-2-fluoronicotinic acid). Yield: 65.8%. Reaction SMILES: [Br:1][C:2]1[CH:3]=[N:4][C:5]([F:12])=[C:6]([CH:11]=1)[C:7]([O:9]C)=[O:8].[OH-].[Na+].Cl>C1COCC1>[Br:1][C:2]1[CH:3]=[N:4][C:5]([F:12])=[C:6]([CH:11]=1)[C:7]([OH:9])=[O:8] |f:1.2|. Reported procedure: To a solution of methyl 5-bromo-2-fluoronicotinate (90 mg, 0.38 mmol) in 2 mL of THF was added 1N NaOH (1.0 mL, 1.0 mmol) at room temperature. The reaction was stirred at room temperature for 2 h before it was neutralized by 1.0 mL of 1N HCl. The solution was then concentrated under reduced pressure and the residue was purified on preparative (RP) HPLC to provide 5-Bromo-2-fluoronicotinic acid (55 mg). Reactants: N1N=CC=C1 (1H-pyrazole), BrC1=CC=C(C#N)C=C1 (4-bromobenzonitrile). Yields the product N1(N=CC=C1)C1=CC=C(C#N)C=C1 (4-pyrazol-1-yl-benzonitrile). As a reaction SMILES: [NH:1]1[CH:5]=[CH:4][CH:3]=[N:2]1.Br[C:7]1[CH:14]=[CH:13][C:10]([C:11]#[N:12])=[CH:9][CH:8]=1>>[N:1]1([C:7]2[CH:14]=[CH:13][C:10]([C:11]#[N:12])=[CH:9][CH:8]=2)[CH:5]=[CH:4][CH:3]=[N:2]1. Procedure: Following General Procedure A (90° C., 30 hours), 1H-pyrazole (205 mg, 3.0 mmol) is coupled with 4-bromobenzonitrile (364 mg, 2.0 mmol). The crude brown oil is purified by flash chromatography on silica gel (eluent: dichloromethane/hexanes=50/50) to provide 330 mg (98% isolated yield) of the desired product as a white solid. Reactants: ice, ClC1=C(OC2=C(C=CC=C2)NC(=O)C2CCNCC2)C=CC(=C1)Cl (piperidine-4-carboxylic acid [2-(2,4-dichlorophenoxy)-phenyl]amide), N1=CC=CC=C1 (pyridine), ClC1=C(C=C(C=C1)Cl)S(=O)(=O)Cl (2,5-dichlorobenzenesulphonyl chloride). Run in C(Cl)Cl (DCM). Reaction conditions: time 24 hour. Yields the product ClC1=C(OC2=C(C=CC=C2)NC(=O)C2CCN(CC2)S(=O)(=O)C2=C(C=CC(=C2)Cl)Cl)C=CC(=C1)Cl (1-(2,5-dichlorobenzenesulfonyl)piperidine-4-carboxylic acid [2-(2,4-dichlorophenoxy)-phenyl]amide). Isolated yield 44.0%. As a reaction SMILES: [Cl:1][C:2]1[CH:23]=[C:22]([Cl:24])[CH:21]=[CH:20][C:3]=1[O:4][C:5]1[CH:10]=[CH:9][CH:8]=[CH:7][C:6]=1[NH:11][C:12]([CH:14]1[CH2:19][CH2:18][NH:17][CH2:16][CH2:15]1)=[O:13].N1C=CC=CC=1.[Cl:31][C:32]1[CH:37]=[CH:36][C:35]([Cl:38])=[CH:34][C:33]=1[S:39](Cl)(=[O:41])=[O:40]>C(Cl)Cl>[Cl:1][C:2]1[CH:23]=[C:22]([Cl:24])[CH:21]=[CH:20][C:3]=1[O:4][C:5]1[CH:10]=[CH:9][CH:8]=[CH:7][C:6]=1[NH:11][C:12]([CH:14]1[CH2:19][CH2:18][N:17]([S:39]([C:33]2[CH:34]=[C:35]([Cl:38])[CH:36]=[CH:37][C:32]=2[Cl:31])(=[O:41])=[O:40])[CH2:16][CH2:15]1)=[O:13]. Procedure: To an ice cooled solution of piperidine-4-carboxylic acid [2-(2,4-dichlorophenoxy)-phenyl]amide (AMR01038, 80 mg, 0.219 mmol) in dry DCM (6 mL) were added pyridine (0.035 mL, 0.438 mmol) and 2,5-dichlorobenzenesulphonyl chloride (59.2 mg, 0.241 mmol). The reaction mixture was stirred at room temperature for 24 h, and then at reflux for 3 h. After quenching with saturated NaHCO3, the resulting solution was extracted with DCM (3×20 mL), and the combined organic layers were washed with water, 1M HC... Reactants: CC(C)(Br)C1CCCCC1, CO, NC(N)=S. The product is CC(C)(S)C1CCCCC1. Reaction SMILES: [Br:5][C:6]([CH3:7])([CH3:8])[CH:9]1[CH2:10][CH2:11][CH2:12][CH2:13][CH2:14]1.[CH3:15][OH:16].[NH2:1][C:2]([NH2:3])=[S:4]>>[SH:4][C:6]([CH3:7])([CH3:8])[CH:9]1[CH2:10][CH2:11][CH2:12][CH2:13][CH2:14]1.